Dataset: the Open Reaction Database (ORD), a public repository of structured organic reaction records. Task: describe an organic reaction: reactants, conditions, products, and yield The reactants are CN(CC=O)C(=O)OC(C)(C)C, CC(=O)O[BH-](OC(C)=O)OC(C)=O, Clc1nccnc1N1CCNCC1, ClCCCl, [Na+]. Yields the product CN(CCN1CCN(c2nccnc2Cl)CC1)C(=O)OC(C)(C)C. RXN SMILES: [C:1]([CH3:2])([CH3:3])([CH3:4])[O:5][C:6]([N:7]([CH2:8][CH:9]=[O:10])[CH3:11])=[O:12].[C:26]([O:27][BH-:28]([O:29][C:30](=[O:31])[CH3:32])[O:33][C:34](=[O:35])[CH3:36])(=[O:37])[CH3:38].[Cl:13][c:14]1[c:15]([N:20]2[CH2:21][CH2:22][NH:23][CH2:24][CH2:25]2)[n:16][cH:17][cH:18][n:19]1.[Cl:40][CH2:41][CH2:42][Cl:43].[Na+:39]>>[C:1]([CH3:2])([CH3:3])([CH3:4])[O:5][C:6]([N:7]([CH2:8][CH2:9][N:23]1[CH2:22][CH2:21][N:20]([c:15]2[c:14]([Cl:13])[n:19][cH:18][cH:17][n:16]2)[CH2:25][CH2:24]1)[CH3:11])=[O:12].